From a dataset of the Open Reaction Database (ORD), a public repository of structured organic reaction records. describe an organic reaction: reactants, conditions, products, and yield Starting materials: CC1=CC=C(C=C1)S(=O)(=O)N1CCN(CC1)CCSC1=NN=C2N1C=CC=C2 (3-[2-(4-(4-methylphenylsulfonyl)piperazin-1-yl)ethylmercapto]-1,2,4-triazolo(4,3-a)pyridine), [OH-].[Na+] (sodium hydroxide). The solvent is concentrated solution, Cl (hydrochloric acid). Yields the product N1(CCNCC1)CCSC1=NN=C2N1C=CC=C2 (3-[2-(piperazin-1-yl)ethylmercapto]1,2,4-triazolo(4,3-a)pyridine). Yield: 81.2%. As a reaction SMILES: CC1C=CC(S([N:11]2[CH2:16][CH2:15][N:14]([CH2:17][CH2:18][S:19][C:20]3[N:24]4[CH:25]=[CH:26][CH:27]=[CH:28][C:23]4=[N:22][N:21]=3)[CH2:13][CH2:12]2)(=O)=O)=CC=1.[OH-].[Na+]>Cl>[N:14]1([CH2:17][CH2:18][S:19][C:20]2[N:24]3[CH:25]=[CH:26][CH:27]=[CH:28][C:23]3=[N:22][N:21]=2)[CH2:13][CH2:12][NH:11][CH2:16][CH2:15]1 |f:1.2|. Procedure: 73 g of 3-[2-(4-(4-methylphenylsulfonyl)piperazin-1-yl)ethylmercapto]-1,2,4-triazolo(4,3-a)pyridine, prepared in Example 78, are dissolved in 360 ml of a concentrated solution of hydrochloric acid and the resulting solution is heated under reflux for 8 hours. After cooling, it is neutralized with sodium hydroxide and extracted with chloroform. The chloroform phase is dried over magnesium sulfate and concentrated in vacuo to give 37.4 g of 3-[2-(piperazin-1-yl)ethylmercapto]1,2,4-triazolo(4,3-a)p... The reactants are O (Water), [Si](C)(C)(C(C)(C)C)OCCCO[C@@H]1C[C@H](N(C1)C(=O)OC(C)(C)C)C(=O)N(C)C (tert-butyl (2S,4R)-4-(3-{[tert-butyl(dimethyl)silyl]oxy}propoxy)-2-[(dimethylamino)carbonyl]pyrrolidine-1-carboxylate), solution, CCCC[N+](CCCC)(CCCC)CCCC.[F-] (TBAF). Run in C1CCOC1 (THF), C1CCOC1 (THF). Reaction conditions: time 2 hour. Yields the product CN(C(=O)[C@H]1N(C[C@@H](C1)OCCCO)C(=O)OC(C)(C)C)C (tert-butyl(2S,4R)-2-[(dimethylamino)carbonyl]-4-(3-hydroxypropoxy)pyrrolidine-1-carboxylate). Yield: 116.0%. Reaction SMILES: [Si]([O:8][CH2:9][CH2:10][CH2:11][O:12][C@H:13]1[CH2:17][N:16]([C:18]([O:20][C:21]([CH3:24])([CH3:23])[CH3:22])=[O:19])[C@H:15]([C:25]([N:27]([CH3:29])[CH3:28])=[O:26])[CH2:14]1)(C(C)(C)C)(C)C.CCCC[N+](CCCC)(CCCC)CCCC.[F-].O>C1COCC1>[CH3:29][N:27]([CH3:28])[C:25]([C@@H:15]1[CH2:14][C@@H:13]([O:12][CH2:11][CH2:10][CH2:9][OH:8])[CH2:17][N:16]1[C:18]([O:20][C:21]([CH3:23])([CH3:22])[CH3:24])=[O:19])=[O:26] |f:1.2|. Procedure: To a solution of 2.10 g of the compound obtained in Step 139-1 in THF (100 ml) was added a solution 1 mol/L TBAF in THF (10 ml) under ice cooling and the reaction mixture was stirred at room temperature for two hours. Water was poured, the solution was extracted twice with CHCl3; the combined organic layer was washed with saturated brine and dried over MgSO4, then, the drying agent was separated by filtration and the solvent was evaporated under reduced pressure. The obtained residue was purifie... Starting materials: ClCCC1=CC(=C(C=C1)N(C(C)=O)C)C (N-[4-(2-chloro-ethyl)-2-methyl-phenyl]-N-methyl-acetamide), Cl.N1(CCNCC1)C1=NSC2=C1C=CC=C2 (3-piperazin-1-yl-benzo[d]isothiazole hydrochloride), C([O-])([O-])=O.[K+].[K+] (potassium carbonate), [I-].[K+] (potassium iodide). Run in C(C)#N (acetonitrile), O (H2O), C(Cl)Cl (CH2Cl2). Reaction conditions: time 10 minute. The product is S1N=C(C2=C1C=CC=C2)N2CCN(CC2)CCC2=CC(=C(C=C2Cl)N(C(C)=O)C)C (N-{4-[2-(4-BENZO[D]ISOTHIAZOL-3-YL-PIPERAZIN-1-YL)-ETHYL]-5-CHLORO-2-METHYL-PHENYL}-N-METHYL-ACETAMIDE). As a reaction SMILES: Cl[CH2:2][CH2:3][C:4]1[CH:9]=[CH:8][C:7]([N:10]([CH3:14])[C:11](=[O:13])[CH3:12])=[C:6]([CH3:15])[CH:5]=1.[ClH:16].[N:17]1([C:23]2[C:27]3[CH:28]=[CH:29][CH:30]=[CH:31][C:26]=3[S:25][N:24]=2)[CH2:22][CH2:21][NH:20][CH2:19][CH2:18]1.C(=O)([O-])[O-].[K+].[K+].[I-].[K+]>C(#N)C.O.C(Cl)Cl>[S:25]1[C:26]2[CH:31]=[CH:30][CH:29]=[CH:28][C:27]=2[C:23]([N:17]2[CH2:22][CH2:21][N:20]([CH2:2][CH2:3][C:4]3[C:9]([Cl:16])=[CH:8][C:7]([N:10]([CH3:14])[C:11](=[O:13])[CH3:12])=[C:6]([CH3:15])[CH:5]=3)[CH2:19][CH2:18]2)=[N:24]1 |f:1.2,3.4.5,6.7|. Procedure details: N-[4-(2-chloro-ethyl)-2-methyl-phenyl]-N-methyl-acetamide (0.300 g, 1.153 mmol), 3-piperazin-1-yl-benzo[d]isothiazole hydrochloride (0.442 g, 1.729 mmol), potassium carbonate (0.237 g, 1.729 mmol), and potassium iodide (0.173 g, 1.153 mmol) in acetonitrile (3.5 mL) was subjected to 150° C. for 30 min. under microwave assistance using a Smith Personal Chemistry microwave. The reaction was diluted with H2O (50 mL) and CH2Cl2 (100 mL). The layers were separated and the organics washed with 1 N HCl ... The reactants are NC1=CC=C(C=N1)[C@H](CN(C(=O)OC(C)(C)C)C[C@@H]1OC2=CC=C(C=C2CC1)C1=CC=C(C(=O)OC)C=C1)O (methyl 4-((2R)-2-{[[(2R)-2-(6-amino-3-pyridinyl)-2-hydroxyethyl](tert-butoxycarbonyl)amino]methyl}-3,4-dihydro-2H-chromen-6-yl)benzoate), Cl (hydrochloric acid), O1CCOCC1 (dioxane). Run at time 18 hour. Yields the product NC1=CC=C(C=N1)[C@H](CNC[C@@H]1OC2=CC=C(C=C2CC1)C1=CC=C(C(=O)OC)C=C1)O (methyl 4-[(2R)-2-({[(2R)-2-(6-amino-3-pyridinyl)-2-hydroxyethyl]amino}-methyl)-3,4-dihydro-2H-chromen-6-yl]benzoate). Yield: 61.5%. RXN SMILES: [NH2:1][C:2]1[N:7]=[CH:6][C:5]([C@@H:8]([OH:39])[CH2:9][N:10]([CH2:18][C@H:19]2[CH2:28][CH2:27][C:26]3[C:21](=[CH:22][CH:23]=[C:24]([C:29]4[CH:38]=[CH:37][C:32]([C:33]([O:35][CH3:36])=[O:34])=[CH:31][CH:30]=4)[CH:25]=3)[O:20]2)C(OC(C)(C)C)=O)=[CH:4][CH:3]=1.Cl.O1CCOCC1>>[NH2:1][C:2]1[N:7]=[CH:6][C:5]([C@@H:8]([OH:39])[CH2:9][NH:10][CH2:18][C@H:19]2[CH2:28][CH2:27][C:26]3[C:21](=[CH:22][CH:23]=[C:24]([C:29]4[CH:30]=[CH:31][C:32]([C:33]([O:35][CH3:36])=[O:34])=[CH:37][CH:38]=4)[CH:25]=3)[O:20]2)=[CH:4][CH:3]=1. Procedure details: Methyl 4-((2R)-2-{[[(2R)-2-(6-amino-3-pyridinyl)-2-hydroxyethyl](tert-butoxycarbonyl)-amino]methyl}-3,4-dihydro-2H-chromen-6-yl)benzoate (Example 377, 80 mg, 0.15 mmol) was added to 4 M hydrochloric acid in dioxane (3 mL, 12 mmol). The solution was stirred at room temperature for 18 hours and then concentrated in vacuo. The residue was purified by prep. HPLC, afforded 40 mg (62%) of the desired product. The product had: 1H NMR (CD3ODδ): 8.04 (d, J=8.1 Hz, 2 H), 7.89-8.03 (m, 2 H), 7.68 (d, J=7.8...